This data is from the Open Reaction Database (ORD), a public repository of structured organic reaction records. The task is: describe an organic reaction: reactants, conditions, products, and yield Starting materials: [Br-], CC(=O)c1cncc(Br)c1, CCS(N)(=O)=O, C[Mg+], Cc1ccccc1, CC(C)[O-], CC(C)[O-], CC(C)[O-], CC(C)[O-], [Ti+4]. Product: CCS(=O)(=O)NC(C)(C)c1cncc(Br)c1. RXN SMILES: [Br-:17].[Br:1][c:2]1[cH:3][c:4]([C:8]([CH3:9])=[O:10])[cH:5][n:6][cH:7]1.[CH2:11]([CH3:12])[S:13](=[O:14])(=[O:15])[NH2:16].[CH3:18][Mg+:19].[CH3:20][c:21]1[cH:22][cH:23][cH:24][cH:25][cH:26]1.[CH3:27][CH:28]([CH3:29])[O-:30].[CH3:32][CH:33]([CH3:34])[O-:35].[CH3:36][CH:37]([CH3:38])[O-:39].[CH3:40][CH:41]([CH3:42])[O-:43].[Ti+4:31]>>[Br:1][c:2]1[cH:3][c:4]([C:8]([CH3:9])([NH:16][S:13]([CH2:11][CH3:12])(=[O:14])=[O:15])[CH3:18])[cH:5][n:6][cH:7]1.